From a dataset of the Open Reaction Database (ORD), a public repository of structured organic reaction records. describe an organic reaction: reactants, conditions, products, and yield Starting materials: FC(CC[C@H]1[C@@H](C[C@@H]2OC(C[C@@H]21)=O)O)(COC2=CC=CC=C2)F ((3aR,4R,5R,6aS)-4-(3,3-Difluoro-4-phenoxybutyl)-5-hydroxyhexahydro-2H-cyclopenta[b]furan-2-one), O1CCCC=C1 (Dihydropyran), C1(=CC=C(C=C1)S(=O)(=O)O)C (p-toluenesulfonic acid). Run in C(Cl)Cl (DCM), [Cl-].[Na+].O (brine). The product is FC(CC[C@H]1[C@@H](C[C@@H]2OC(C[C@@H]21)=O)OC2OCCCC2)(COC2=CC=CC=C2)F ((3aR,4R,5R,6aS)-4-(3,3-difluoro-4-phenoxybutyl)-5-(tetrahydro-2H-pyran-2-yloxy)hexahydro-2H-cyclopenta[b]furan-2-one). Reaction SMILES: [F:1][C:2]([F:23])([CH2:15][O:16][C:17]1[CH:22]=[CH:21][CH:20]=[CH:19][CH:18]=1)[CH2:3][CH2:4][C@@H:5]1[C@@H:12]2[C@@H:8]([O:9][C:10](=[O:13])[CH2:11]2)[CH2:7][C@H:6]1[OH:14].[O:24]1[CH:29]=[CH:28][CH2:27][CH2:26][CH2:25]1.C1(C)C=CC(S(O)(=O)=O)=CC=1>C(Cl)Cl.[Cl-].[Na+].O>[F:23][C:2]([F:1])([CH2:15][O:16][C:17]1[CH:18]=[CH:19][CH:20]=[CH:21][CH:22]=1)[CH2:3][CH2:4][C@@H:5]1[C@@H:12]2[C@@H:8]([O:9][C:10](=[O:13])[CH2:11]2)[CH2:7][C@H:6]1[O:14][CH:25]1[CH2:26][CH2:27][CH2:28][CH2:29][O:24]1 |f:4.5.6|. Procedure: (3aR,4R,5R,6aS)-4-(3,3-Difluoro-4-phenoxybutyl)-5-hydroxyhexahydro-2H-cyclopenta[b]furan-2-one, prepared in Step D, is dissolved in DCM (0.1 M) under a nitrogen atmosphere. Dihydropyran (1.1 molar equivalents) is added, followed by a catalytic amount of p-toluenesulfonic acid. The reaction is stirred at room temperature under a nitrogen atmosphere and the reaction progress is monitored by TLC. Upon completion, brine is added to the reaction mixture and the layers are separated. The organic phase... Reactants: Cl.NNC(=O)N (Semicarbazide hydrochloride), N1(N=NC2=C1C=CC=C2)O (1H-Benzo[d][1,2,3]triazol-1-ol), Cl.CN(CCCN=C=NCC)C (N-(3-dimethylaminopropyl)-N′-ethylcarbodiimide hydrochloride), COC(C(=O)O)(C)C (2-Methoxyisobutyric acid), [OH-].[K+] (Potassium hydroxide), [NH4+].[Cl-] (NH4Cl). Solvent: CC#N (MeCN). Reaction conditions: time 2 hour. The product is COC(C)(C)C1=NNC(N1)=O (3-(2-methoxypropan-2-yl)-1H-1,2,4-triazol-5(4H)-one). Yield: 52.6%. Reaction SMILES: [CH3:1][O:2][C:3]([CH3:8])([CH3:7])[C:4](O)=O.N1(O)C2C=CC=CC=2N=N1.Cl.CN(C)CCCN=C=NCC.Cl.[NH2:32][NH:33][C:34]([NH2:36])=[O:35].[OH-].[K+].[NH4+].[Cl-]>CC#N>[CH3:1][O:2][C:3]([C:4]1[NH:36][C:34](=[O:35])[NH:33][N:32]=1)([CH3:7])[CH3:8] |f:2.3,4.5,6.7,8.9|. Procedure: 2-Methoxyisobutyric acid (0.50 g, 4.23 mmol) was dissolved in MeCN (8.5 mL). 1H-Benzo[d][1,2,3]triazol-1-ol (20% hydrate) (0.65 g, 4.23 mmol) and N-(3-dimethylaminopropyl)-N′-ethylcarbodiimide hydrochloride (0.81 g, 4.23 mmol) were added and the mixture was stirred at RT for 2 h. Semicarbazide hydrochloride (0.47 g, 4.23 mmol) was added and the mixture was stirred for an additional 12 h. Organic solvent was removed in vacuo and the residue was suspended in water (85 mL). Potassium hydroxide (0.4... Reactants: COC(C(CC(=C)C)C1=CC(=CC(=C1)OS(=O)(=O)C(F)(F)F)OCC1=CC=CC=C1)=O (2-(3-Benzyloxy-5-trifluoromethanesulfonyloxy-phenyl)-4-methyl-pent-4-enoic acid methyl ester), ClC1=CC=C(C=C1C(F)(F)F)B(O)O (4-chloro-5-trifluoromethylphenylboronic acid). Product: COC(C(CC(C)C)C=1C=C(C=C(C1)O)C1=CC(=C(C=C1)Cl)C(F)(F)F)=O (2-(4′-Chloro-5-hydroxy-3′-trifluoromethyl-biphenyl-3-yl)-4-methyl-pentanoic acid methyl ester). The yield is 70.0%. Reaction SMILES: [CH3:1][O:2][C:3](=[O:31])[CH:4]([C:9]1[CH:14]=[C:13]([O:15]S(C(F)(F)F)(=O)=O)[CH:12]=[C:11](OCC2C=CC=CC=2)[CH:10]=1)[CH2:5][C:6]([CH3:8])=[CH2:7].[Cl:32][C:33]1[C:38]([C:39]([F:42])([F:41])[F:40])=[CH:37][C:36](B(O)O)=[CH:35][CH:34]=1>>[CH3:1][O:2][C:3](=[O:31])[CH:4]([C:9]1[CH:10]=[C:11]([C:36]2[CH:35]=[CH:34][C:33]([Cl:32])=[C:38]([C:39]([F:42])([F:41])[F:40])[CH:37]=2)[CH:12]=[C:13]([OH:15])[CH:14]=1)[CH2:5][CH:6]([CH3:7])[CH3:8]. Procedure: The title compound was prepared in 70% yield from 2-(3-benzyloxy-5-trifluoromethanesulfonyloxy-phenyl)-4-methyl-pent-4-enoic acid methyl ester (prepared in Example 15, step (d)) under the conditions described in Example 15 step (e-f) using 4-chloro-5-trifluoromethylphenylboronic acid in step (e). 1H-NMR (400 MHz, CDCl3): δ 7.84 (s, 1H), 7.65 (d, 1H), 7.55 (d, 1H), 7.04 (s, 1H), 6.92 (m, 1H), 6.86 (m, 1H), 4.98 (br s, 1H), 3.68 (m, 4H), 1.97 (m, 1H), 1.68 (m, 1H), 1.49 (m, 1H), 0.92 (d, 6H); Mass... The reactants are ClC1=CC(=C(C=C1)C1C(=C(NC(C1)=O)C)C(=O)O)F (4-(4-Chloro-2-fluorophenyl)-2-methyl-6-oxo-1,4,5,6-tetrahydro-3-pyridinecarboxylic acid), ClC1=NNC2=CC=C(C=C12)N (3-chloro-1H-indazol-5-amine), N=C=N (carbodiimide). Solvent: CN(C)C=O (DMF). The product is ClC1=CC(=C(C=C1)C1C(=C(NC(C1)=O)C)C(=O)NC=1C=C2C(=NNC2=CC1)Cl)F (4-(4-Chloro-2-fluorophenyl)-N-(3-chloro-1H-indazol-5-yl)-2-methyl-6-oxo-1,4,5,6-tetrahydro-3-pyridinecarboxamide). The yield is 6.4%. Reaction SMILES: [Cl:1][C:2]1[CH:7]=[CH:6][C:5]([CH:8]2[CH2:13][C:12](=[O:14])[NH:11][C:10]([CH3:15])=[C:9]2[C:16]([OH:18])=O)=[C:4]([F:19])[CH:3]=1.[Cl:20][C:21]1[C:29]2[C:24](=[CH:25][CH:26]=[C:27]([NH2:30])[CH:28]=2)[NH:23][N:22]=1.N=C=N>CN(C=O)C>[Cl:1][C:2]1[CH:7]=[CH:6][C:5]([CH:8]2[CH2:13][C:12](=[O:14])[NH:11][C:10]([CH3:15])=[C:9]2[C:16]([NH:30][C:27]2[CH:28]=[C:29]3[C:24](=[CH:25][CH:26]=2)[NH:23][N:22]=[C:21]3[Cl:20])=[O:18])=[C:4]([F:19])[CH:3]=1. Procedure details: The product from Example 3, Step 2 (103 mg, 0.36 mmol, 1.0 equiv) was combined with 3-chloro-1H-indazol-5-amine (91 mg, 0.54 mmol, 1.5 equiv) and PS-carbodiimide resin (0.994 mmol/g loading, 580 mg, 0.54 mmol, 1.5 equiv) in 6 mL of DMF and reacted overnight at room temperature. The reaction mixture was filtered and washed alternately with MeOH and CH2Cl2 (twice), then with diethyl ether. The filtrate was concentrated en vacuo and redissolved in EtOAc. The solution was washed with 0.5 N HCl, 0.5 ... The reactants are O=C([O-])[O-], C1COCCN1, CC(C)=O, COc1ccc(C(=O)Nc2cc(NC(=O)c3ccc(CCl)cc3)ccc2C)cc1OC, [K+], [K+]. Product: COc1ccc(C(=O)Nc2cc(NC(=O)c3ccc(CN4CCOCC4)cc3)ccc2C)cc1OC. As a reaction SMILES: [C:38](=[O:39])([O-:40])[O-:41].[CH2:1]1[CH2:2][O:3][CH2:4][CH2:5][NH:6]1.[CH3:44][C:45](=[O:46])[CH3:47].[Cl:7][CH2:8][c:9]1[cH:10][cH:11][c:12]([C:13](=[O:14])[NH:15][c:16]2[cH:17][cH:18][c:19]([CH3:35])[c:20]([NH:22][C:23]([c:24]3[cH:25][c:26]([O:32][CH3:33])[c:27]([O:30][CH3:31])[cH:28][cH:29]3)=[O:34])[cH:21]2)[cH:36][cH:37]1.[K+:42].[K+:43]>>[CH2:1]1[CH2:2][O:3][CH2:4][CH2:5][N:6]1[CH2:8][c:9]1[cH:10][cH:11][c:12]([C:13](=[O:14])[NH:15][c:16]2[cH:17][cH:18][c:19]([CH3:35])[c:20]([NH:22][C:23]([c:24]3[cH:25][c:26]([O:32][CH3:33])[c:27]([O:30][CH3:31])[cH:28][cH:29]3)=[O:34])[cH:21]2)[cH:36][cH:37]1.